From a dataset of the Open Reaction Database (ORD), a public repository of structured organic reaction records. describe an organic reaction: reactants, conditions, products, and yield Reactants: C[O-].[Na+] (sodium methylate), ClC(C(=O)C1=CC=C(C=C1)Cl)(C)C (2-chloro-1-(4-chlorophenyl)-2-methylpropan-1-one). The solvent is CO (methanol). Product: ClC1=CC=C(C=C1)C1(OC1(C)C)OC (2-(4-Chlorophenyl)-3,3-dimethyl-2-methoxyoxirane). RXN SMILES: [CH3:1][O-:2].[Na+].Cl[C:5]([CH3:16])([CH3:15])[C:6]([C:8]1[CH:13]=[CH:12][C:11]([Cl:14])=[CH:10][CH:9]=1)=[O:7]>CO>[Cl:14][C:11]1[CH:12]=[CH:13][C:8]([C:6]2([O:2][CH3:1])[C:5]([CH3:16])([CH3:15])[O:7]2)=[CH:9][CH:10]=1 |f:0.1|. Reported procedure: 57.0 g (1.056 mols) of sodium methylate are dissolved in 360 ml of methanol, and 208.4 g (0.96 mol) of 2-chloro-1-(4-chlorophenyl)-2-methylpropan-1-one are added dropwise to this solution at reflux temperature. The methanol is then removed by distillation. The residue is poured into ice water and the mixture is extracted with diethyl ether. The ether solution is washed with water, dried over Na2SO4 and concentrated. The resulting oil is purified by vacuum distillation. Starting materials: C(C)(=O)N1CCC2=CC=CC=C12 (1-acetylindoline), ClCCCCC(=O)Cl (5-chlorovaleryl chloride). The product is C(C)(=O)N1CCC2=CC(=CC=C12)C(CCCCCl)=O (1-(1-Acetyl-2,3-dihydro-1H-indol-5-yl)-5-chloropentan-1-one). Yield: 45.4%. Reaction SMILES: [C:1]([N:4]1[C:12]2[C:7](=[CH:8][CH:9]=[CH:10][CH:11]=2)[CH2:6][CH2:5]1)(=[O:3])[CH3:2].[Cl:13][CH2:14][CH2:15][CH2:16][CH2:17][C:18](Cl)=[O:19]>>[C:1]([N:4]1[C:12]2[C:7](=[CH:8][C:9]([C:18](=[O:19])[CH2:17][CH2:16][CH2:15][CH2:14][Cl:13])=[CH:10][CH:11]=2)[CH2:6][CH2:5]1)(=[O:3])[CH3:2]. Procedure: Using 1-acetylindoline (1.60 g) and 5-chlorovaleryl chloride (1.70 g) according to the same method as that of Reference Example 1, the title compound (1.26 g) was obtained as colorless crystals having a melting point of 90 to 91° C. Starting materials: CO, CC(Cl)OC(=O)Cl, ClCCCl, N, CC(C)CC(CCN(C)Cc1ccccc1)Oc1cccc2sccc12. As a reaction SMILES: [CH3:39][OH:40].[Cl:1][CH:2]([O:3][C:4]([Cl:5])=[O:6])[CH3:7].[Cl:34][CH2:35][CH2:36][Cl:37].[NH3:38].[s:8]1[c:9]2[c:10]([cH:11][cH:12]1)[c:13]([O:17][CH:18]([CH2:19][CH2:20][N:21]([CH3:22])[CH2:23][c:24]1[cH:25][cH:26][cH:27][cH:28][cH:29]1)[CH2:30][CH:31]([CH3:32])[CH3:33])[cH:14][cH:15][cH:16]2>>[s:8]1[c:9]2[c:10]([cH:11][cH:12]1)[c:13]([O:17][CH:18]([CH2:19][CH2:20][NH:21][CH3:22])[CH2:30][CH:31]([CH3:32])[CH3:33])[cH:14][cH:15][cH:16]2. Product: CNCCC(CC(C)C)Oc1cccc2sccc12. The reactants are C1CCCCC1, COC(=O)C1CC(S(=O)(=O)c2ccccc2Cl)CC1O, CC(C)(OC(=N)C(Cl)(Cl)Cl)c1ccc(Cl)cc1, ClCCl, [Na+], O=C([O-])O, O=S(=O)(O)C(F)(F)F. Product: COC(=O)C1CC(S(=O)(=O)c2ccccc2Cl)CC1OC(C)(C)c1ccc(Cl)cc1. Reaction SMILES: [CH2:54]1[CH2:55][CH2:56][CH2:57][CH2:58][CH2:59]1.[CH3:1][O:2][C:3](=[O:4])[CH:5]1[CH:6]([OH:20])[CH2:7][CH:8]([S:10](=[O:11])(=[O:12])[c:13]2[c:14]([Cl:19])[cH:15][cH:16][cH:17][cH:18]2)[CH2:9]1.[Cl:21][c:22]1[cH:23][cH:24][c:25]([C:28]([CH3:29])([CH3:30])[O:31][C:32](=[NH:33])[C:34]([Cl:35])([Cl:36])[Cl:37])[cH:26][cH:27]1.[Cl:51][CH2:52][Cl:53].[Na+:50].[O-:46][C:47]([OH:48])=[O:49].[OH:38][S:39]([C:40]([F:41])([F:42])[F:43])(=[O:44])=[O:45]>>[CH3:1][O:2][C:3](=[O:4])[CH:5]1[CH:6]([O:20][C:28]([c:25]2[cH:24][cH:23][c:22]([Cl:21])[cH:27][cH:26]2)([CH3:29])[CH3:30])[CH2:7][CH:8]([S:10](=[O:11])(=[O:12])[c:13]2[c:14]([Cl:19])[cH:15][cH:16][cH:17][cH:18]2)[CH2:9]1.